From a dataset of the Open Reaction Database (ORD), a public repository of structured organic reaction records. describe an organic reaction: reactants, conditions, products, and yield The reactants are P(=O)(Cl)(Cl)Cl (Phosphorus oxychloride), COC=1C=C(C=CC1)CCNC=O (N-[2-(3-methoxy-phenyl)-ethyl]-formamide). The solvent is CCCCCC (hexane). Product: COC=1C=C2CCN=CC2=CC1 (6-Methoxy-3,4-dihydro-isoquinoline). The yield is 67.5%. Reaction SMILES: P(Cl)(Cl)(Cl)=O.[CH3:6][O:7][C:8]1[CH:9]=[C:10]([CH2:14][CH2:15][NH:16][CH:17]=O)[CH:11]=[CH:12][CH:13]=1>CCCCCC>[CH3:6][O:7][C:8]1[CH:9]=[C:10]2[C:11](=[CH:12][CH:13]=1)[CH:17]=[N:16][CH2:15][CH2:14]2. Procedure: Phosphorus oxychloride (80 mL, 0.85 mol) was added dropwise to N-[2-(3-methoxy-phenyl)-ethyl]-formamide (41.1 g, 0.24 mol) and refluxed for 1 hour. The reaction mixture was cooled to room temperature, and hexane (3×500 mL) was added and decanted off three times. To the dark oily solution was added slowly water (200 mL) while stirring. The mixture was basified with NaOH to pH>13, extracted with ethyl acetate, dried (Na2SO4) and concentrated to afford the desired product (26.1 g, 67%). MS: 162.1 (... The reactants are ClC1=NC=2N(C(=C1)Cl)N=C(C2CC2=CC=CC1=CC=CC=C21)C (5,7-dichloro-2-methyl-3-(1-naphthalenylmethyl)pyrazolo[1,5-a]pyrimidine), [OH-].[Na+] (sodium hydroxide), N1CCOCC1 (Morpholine), Cl (HCl). Solvent: O1CCCC1 (Tetrahydrofuran), C(C)O (Ethanol). Run at time 18 hour. Yields the product CC1=NN2C(N=C(C=C2N2CCOCC2)N2CCOCC2)=C1CC1=CC=CC2=CC=CC=C12 (4,4′-(2-methyl-3-(naphthalen-1-ylmethyl)pyrazolo[1,5-a]pyrimidine-5,7-diyl)dimorpholine). Yield: 23.2%. RXN SMILES: Cl[C:2]1[CH:7]=[C:6](Cl)[N:5]2[N:9]=[C:10]([CH3:23])[C:11]([CH2:12][C:13]3[C:22]4[C:17](=[CH:18][CH:19]=[CH:20][CH:21]=4)[CH:16]=[CH:15][CH:14]=3)=[C:4]2[N:3]=1.[OH-:24].[Na+].[NH:26]1[CH2:31][CH2:30][O:29][CH2:28][CH2:27]1.Cl>O1CCCC1.C(O)C>[CH3:23][C:10]1[C:11]([CH2:12][C:13]2[C:22]3[C:17](=[CH:18][CH:19]=[CH:20][CH:21]=3)[CH:16]=[CH:15][CH:14]=2)=[C:4]2[N:3]=[C:2]([N:3]3[CH2:4][CH2:11][O:24][CH2:7][CH2:2]3)[CH:7]=[C:6]([N:26]3[CH2:31][CH2:30][O:29][CH2:28][CH2:27]3)[N:5]2[N:9]=1 |f:1.2|. Procedure: To the solution of 5,7-dichloro-2-methyl-3-(1-naphthalenylmethyl)pyrazolo[1,5-a]pyrimidine (0.2 g, 0.584 mmol) in Tetrahydrofuran (THF) (5 mL) was added sodium hydroxide (2.045 mL, 4.09 mmol). The reaction was stirred at rt for 18 h. The reaction was acidified. The reaction was extracted with EtOAc (80 mL×2). The organic phases were combined, washed with Brine, dried and concentrated. The mixture was transferred to 5 mL MW vial. Morpholine (0.509 mL, 5.84 mmol) and Ethanol (1 mL) was added in. T... Starting materials: BrCCCBr (1,3-dibromopropane), COC=1C=C(C=CC1OC)CC#N (2-(3,4-dimethoxyphenyl)acetonitrile), BrCCC(CC)Br (1,3-dibromopentane), COC=1C=C(C=CC1)CC#N (2-(3-methoxyphenyl)acetonitrile). RXN SMILES: Br[CH2:2][CH2:3][CH2:4]Br.BrCCC(Br)CC.[CH3:13][O:14][C:15]1[CH:16]=[C:17]([CH2:21][C:22]#[N:23])[CH:18]=[CH:19][CH:20]=1.COC1C=C(CC#[N:36])C=CC=1OC>>[CH3:13][O:14][C:15]1[CH:16]=[C:17]2[C:18](=[CH:19][CH:20]=1)[N:23]=[C:22]([NH2:36])[C:21]12[CH2:4][CH2:3][CH2:2]1. Procedure details: 5′-Methoxyspiro[cyclobutane-1,3′-indol]-2′-amine was prepared according to the procedure outlined in Example 2 substituting 1,3-dibromopropane for 1,3-dibromopentane and 2-(3-methoxyphenyl)acetonitrile for 2-(3,4-dimethoxyphenyl)acetonitrile in Step 1 of the three-step sequence. 1H NMR (400 MHz, DMSO) δ 11.87 (s, 1H), 10.02 (s, 1H), 9.83 (s, 1H), 7.42 (d, J=2.4 Hz, 1H), 7.05 (d, J=8.5 Hz, 1H), 6.89 (dd, J=8.6, 2.5 Hz, 1H), 3.80 (s, 3H), 2.40-2.24 (m, 1H), 2.24-2.04 (m, 3H). MS (APCI) m/z 203 (M+... Yields the product COC=1C=C2C3(C(=NC2=CC1)N)CCC3 (5′-Methoxyspiro[cyclobutane-1,3′-indol]-2′-amine). The product is ClC=1C=CC(=C(C(=O)NCCOC2=CC=C(CC3C(NC(S3)=O)=O)C=C2)C1)OC (5-(4-[2-(N-(5-Chloro-2-methoxybenzoyl)amino)ethoxy]benzyl)-2,4-thiazolidinedione). Run in O1CCOCC1 (dioxan). Reactants: ClC=1C=CC(=C(C(=O)NCCOC2=CC=C(C=C3C(NC(S3)=O)=O)C=C2)C1)OC (5-(4-[2-(N-(5-Chloro-2-methoxybenzoyl)amino)ethoxy]-benzylidene)-2,4-thiazolidinedione). Procedure: 5-(4-[2-(N-(5-Chloro-2-methoxybenzoyl)amino)ethoxy]-benzylidene)-2,4-thiazolidinedione (1.7 g) was dissolved in dioxan (80 ml) and hydrogenated for a total of 22 hours in a manner similar to that described in Example 2. The title compound was obtained as a foam, mp 66-67° C. RXN SMILES: [Cl:1][C:2]1[CH:3]=[CH:4][C:5]([O:28][CH3:29])=[C:6]([CH:27]=1)[C:7]([NH:9][CH2:10][CH2:11][O:12][C:13]1[CH:26]=[CH:25][C:16]([CH:17]=[C:18]2[S:22][C:21](=[O:23])[NH:20][C:19]2=[O:24])=[CH:15][CH:14]=1)=[O:8]>O1CCOCC1>[Cl:1][C:2]1[CH:3]=[CH:4][C:5]([O:28][CH3:29])=[C:6]([CH:27]=1)[C:7]([NH:9][CH2:10][CH2:11][O:12][C:13]1[CH:26]=[CH:25][C:16]([CH2:17][CH:18]2[S:22][C:21](=[O:23])[NH:20][C:19]2=[O:24])=[CH:15][CH:14]=1)=[O:8]. The reactants are [H-].[Al+3].[Li+].[H-].[H-].[H-] (lithium aluminum hydride), C(=O)(OC(C)(C)C)N[C@H](CC1=CC=C(C=C1)O)C(=O)OC (methyl BOC-D-tyrosinate). Solvent: O1CCCC1 (tetrahydrofuran), O1CCCC1 (tetrahydrofuran), O1CCCC1 (tetrahydrofuran). Run at temperature 70 celsius. Product: OC[C@@H](CC1=CC=C(C=C1)O)NC(OC(C)(C)C)=O (tert-butyl N-[(1R)-1-hydroxymethyl-2-(4-hydroxyphenyl)ethyl]-carbamate). Yield: 55.5%. As a reaction SMILES: [H-].[Al+3].[Li+].[H-].[H-].[H-].[C:7]([NH:14][C@@H:15]([C:24](OC)=[O:25])[CH2:16][C:17]1[CH:22]=[CH:21][C:20]([OH:23])=[CH:19][CH:18]=1)([O:9][C:10]([CH3:13])([CH3:12])[CH3:11])=[O:8]>O1CCCC1>[OH:25][CH2:24][C@H:15]([NH:14][C:7](=[O:8])[O:9][C:10]([CH3:12])([CH3:11])[CH3:13])[CH2:16][C:17]1[CH:22]=[CH:21][C:20]([OH:23])=[CH:19][CH:18]=1 |f:0.1.2.3.4.5|. Procedure details: A solution of 29.6 cm3 of lithium aluminum hydride at 1M in tetrahydrofuran is added, with stirring and under an inert atmosphere, at a temperature in the region of 20° C., to a solution of 4.38 g of methyl BOC-D-tyrosinate in 25 cm3 of tetrahydrofuran. After addition of 60 cm3 of tetrahydrofuran, the reaction mixture is heated at a temperature in the region of 70° C. for 3 hours. The reaction mixture is cooled and then concentrated under reduced pressure (1 kPa) at a temperature in the region o... Reactants: BrC=1C=C(SC1)C(C(F)(F)F)O (1-(4-Bromo-2-thienyl)-2,2,2-trifluoroethanol), CC1(COB(OC1)C=1C=C2N=CC=NC2=CC1)C (6-(5,5-Dimethyl-1,3,2-dioxaborinan-2-yl)quinoxaline), C(=O)([O-])[O-].[Na+].[Na+] (Na2CO3). The reagents and catalysts are C=1C=CC(=CC1)[P](C=2C=CC=CC2)(C=3C=CC=CC3)[Pd]([P](C=4C=CC=CC4)(C=5C=CC=CC5)C=6C=CC=CC6)([P](C=7C=CC=CC7)(C=8C=CC=CC8)C=9C=CC=CC9)[P](C=1C=CC=CC1)(C=1C=CC=CC1)C=1C=CC=CC1 (Pd(PPh3)4). Solvent: CN(C)C=O (DMF). Conditions: temperature 90 celsius. The product is FC(C(O)C=1SC=C(C1)C=1C=C2N=CC=NC2=CC1)(F)F (2,2,2-Trifluoro-1-(4-quinoxalin-6-yl-2-thienyl)ethanol). As a reaction SMILES: Br[C:2]1[CH:3]=[C:4]([CH:7]([OH:12])[C:8]([F:11])([F:10])[F:9])[S:5][CH:6]=1.CC1(C)COB([C:20]2[CH:21]=[C:22]3[C:27](=[CH:28][CH:29]=2)[N:26]=[CH:25][CH:24]=[N:23]3)OC1.C([O-])([O-])=O.[Na+].[Na+]>CN(C=O)C.C1C=CC([P]([Pd]([P](C2C=CC=CC=2)(C2C=CC=CC=2)C2C=CC=CC=2)([P](C2C=CC=CC=2)(C2C=CC=CC=2)C2C=CC=CC=2)[P](C2C=CC=CC=2)(C2C=CC=CC=2)C2C=CC=CC=2)(C2C=CC=CC=2)C2C=CC=CC=2)=CC=1>[F:9][C:8]([F:11])([F:10])[CH:7]([C:4]1[S:5][CH:6]=[C:2]([C:20]2[CH:21]=[C:22]3[C:27](=[CH:28][CH:29]=2)[N:26]=[CH:25][CH:24]=[N:23]3)[CH:3]=1)[OH:12] |f:2.3.4,^1:45,47,66,85|. Reported procedure: A mixture of the alcohol (E1) (1.0 eq.) and the crude boronic ester (E2) (1.3 eq.) in DMF (1.0M), together with 2N Na2CO3 aqueous solution (2.0 eq.) was degassed with a stream of Ar for 10 min. Pd(PPh3)4 (0.05 eq) was added and the reaction heated overnight at 90° C. The reaction mixture was concentrated under reduced pressure and the residue was purified by flash column chromatography on silica using 500% EtOAc/Petroleum ether to yield the desired compound as a power. 1H NMR (400 MHz, CDCl3, 30...